This data is from the Open Reaction Database (ORD), a public repository of structured organic reaction records. The task is: describe an organic reaction: reactants, conditions, products, and yield The reactants are CCCOCCN(CC)c1ccc(OB([O-])[O-])cc1, CN(Cc1ccc(NC(=O)C2=Cc3cc(Br)ccc3S(=O)(=O)CC2)cc1)C1CCOCC1, O=C([O-])[O-], CCO, [K+], [K+], O, Cc1ccccc1. Yields the product CCCOCCN(CC)c1ccc(-c2ccc3c(c2)C=C(C(=O)Nc2ccc(CN(C)C4CCOCC4)cc2)CCS3(=O)=O)cc1. As a reaction SMILES: [B:33]([O-:34])([O-:50])[O:51][c:35]1[cH:36][cH:37][c:38]([N:41]([CH2:42][CH2:43][O:44][CH2:45][CH2:46][CH3:47])[CH2:48][CH3:49])[cH:39][cH:40]1.[Br:1][c:2]1[cH:3][cH:4][c:5]2[c:6]([cH:32]1)[CH:7]=[C:8]([C:14](=[O:15])[NH:16][c:17]1[cH:18][cH:19][c:20]([CH2:23][N:24]([CH:25]3[CH2:26][CH2:27][O:28][CH2:29][CH2:30]3)[CH3:31])[cH:21][cH:22]1)[CH2:9][CH2:10][S:11]2(=[O:12])=[O:13].[C:52](=[O:53])([O-:54])[O-:55].[CH2:59]([OH:60])[CH3:61].[K+:56].[K+:57].[OH2:58].[c:62]1([CH3:63])[cH:64][cH:65][cH:66][cH:67][cH:68]1>>[c:2]1(-[c:35]2[cH:36][cH:37][c:38]([N:41]([CH2:42][CH2:43][O:44][CH2:45][CH2:46][CH3:47])[CH2:48][CH3:49])[cH:39][cH:40]2)[cH:3][cH:4][c:5]2[c:6]([cH:32]1)[CH:7]=[C:8]([C:14](=[O:15])[NH:16][c:17]1[cH:18][cH:19][c:20]([CH2:23][N:24]([CH:25]3[CH2:26][CH2:27][O:28][CH2:29][CH2:30]3)[CH3:31])[cH:21][cH:22]1)[CH2:9][CH2:10][S:11]2(=[O:12])=[O:13].